This data is from the Open Reaction Database (ORD), a public repository of structured organic reaction records. The task is: describe an organic reaction: reactants, conditions, products, and yield The reactants are [BH4-], CCO, O=C(O)CCC(CF)N=Cc1cc(Cl)ccc1O, [Na+], O. Product: O=C(O)CCC(CF)NCc1cc(Cl)ccc1O. As a reaction SMILES: [BH4-:19].[CH2:22]([OH:23])[CH3:24].[Cl:1][c:2]1[cH:3][cH:4][c:5]([OH:18])[c:6]([CH:7]=[N:8][CH:9]([CH2:10][CH2:11][C:12](=[O:13])[OH:14])[CH2:15][F:16])[cH:17]1.[Na+:20].[OH2:21]>>[Cl:1][c:2]1[cH:3][cH:4][c:5]([OH:18])[c:6]([CH2:7][NH:8][CH:9]([CH2:10][CH2:11][C:12](=[O:13])[OH:14])[CH2:15][F:16])[cH:17]1. Reactants: ClC(C(=O)Cl)C (2-chloropropanoyl chloride), Cl.C(C1=CC=CC=C1)ON (O-benzylhydroxylamine, hydrochloride), ( s ). The solvent is hexanes, CCOC(=O)C (EtOAc). The product is ClC(C(=O)NOCC1=CC=CC=C1)C ((±)-2-chloro-N-(phenylmethoxy)propanamide). Yield: 48.0%. RXN SMILES: [Cl:1][CH:2]([CH3:6])[C:3](Cl)=[O:4].Cl.[CH2:8]([O:15][NH2:16])[C:9]1[CH:14]=[CH:13][CH:12]=[CH:11][CH:10]=1>CCOC(C)=O>[Cl:1][CH:2]([CH3:6])[C:3]([NH:16][O:15][CH2:8][C:9]1[CH:14]=[CH:13][CH:12]=[CH:11][CH:10]=1)=[O:4] |f:1.2|. Procedure: Prepared in 48% yield (0.97 g, 3.9 mmol) from the reaction of 2-chloropropanoyl chloride (1.03 g, 8.2 mmol) with O-benzylhydroxylamine, hydrochloride (1.03 g, 8.2 mmol) via general procedure A. Rf=0.43 (3:1, hexanes:EtOAc); mp=70.1-72.8° C.; 1H-NMR (500 MHz, CDCl3): δ 9.09 (br s, 1H), 7.44-7.35 (m, 5H), 4.93 (s, 4H), 4.33 (q, J=7.1 Hz, 1H), and 1.69 (d, J=6.8 Hz, 3H); 13C-NMR (126 MHz, CDCl3): δ 167.1, 134.8, 129.5, 129.1, 128.8, 78.5, 53.2, and 22.3; FT-IR: (neat): 3112 (br), 2931, 1678 (s), 14...